Task: describe an organic reaction: reactants, conditions, products, and yield. Dataset: the Open Reaction Database (ORD), a public repository of structured organic reaction records Starting materials: CC(CCNC(=O)C=1N=NC(=CC1)N1CCNCC1)C (6-piperazin-1-yl-pyridazine-3-carboxylic acid (3-methylbutyl)amide), ClC1=C(C(=O)O)C=C(C=C1)Cl (2,5-dichlorobenzoic acid), N12CCCCCC2=NCCC1 (1,8-diazabicylco[5.4.0]undec-7-ene), hydrate, CN(CCCN=C=NCC)C (1-(3-Dimethylaminopropyl)-3-ethylcarbodiimide). Run in CN(C)C=O (DMF), CCOC(=O)C (EtOAc). Conditions: time 15 minute. Product: CC(CCNC(=O)C=1N=NC(=CC1)N1CCN(CC1)C(C1=C(C=CC(=C1)Cl)Cl)=O)C (6-[4-(2,5-DICHLOROBENZOYL)PIPERAZIN-1-YL]PYRIDAZINE-3-CARBOXYLIC ACID (3-METHYLBUTYL)AMIDE). Isolated yield 88.8%. RXN SMILES: [CH3:1][CH:2]([CH3:20])[CH2:3][CH2:4][NH:5][C:6]([C:8]1[N:9]=[N:10][C:11]([N:14]2[CH2:19][CH2:18][NH:17][CH2:16][CH2:15]2)=[CH:12][CH:13]=1)=[O:7].[Cl:21][C:22]1[CH:30]=[CH:29][C:28]([Cl:31])=[CH:27][C:23]=1[C:24](O)=[O:25].N12CCCN=C1CCCCC2.CN(C)CCCN=C=NCC>CN(C=O)C.CCOC(C)=O>[CH3:1][CH:2]([CH3:20])[CH2:3][CH2:4][NH:5][C:6]([C:8]1[N:9]=[N:10][C:11]([N:14]2[CH2:19][CH2:18][N:17]([C:24](=[O:25])[C:23]3[CH:27]=[C:28]([Cl:31])[CH:29]=[CH:30][C:22]=3[Cl:21])[CH2:16][CH2:15]2)=[CH:12][CH:13]=1)=[O:7]. Procedure: A mixture of 6-piperazin-1-yl-pyridazine-3-carboxylic acid (3-methylbutyl)amide (0.255 mmol), 2,5-dichlorobenzoic acid (0.31 mmol), 1,8-diazabicylco[5.4.0]undec-7-ene (0.51 mmol) and 1-hydroxybenozotriazole hydrate (0.31 mmol) in DMF (2 mL) was stirred at ambient temperature for 15 min. 1-(3-Dimethylaminopropyl)-3-ethylcarbodiimide (0.31 mmol) was then added. The mixture was stirred at ambient temperature overnight, and then diluted with EtOAc (50 mL) and washed with aqueous saturated NaHCO3 (2×... Reactants: SmI2, C1OC=2C=C(C=CC2O1)C1C(=C(C2=CC=CC=C12)C1=CC2=C(C=C1)OCO2)C(=O)OCC (Ethyl (RS)-1,3-di-(3,4-Methylenedioxyphenyl)indene-2-carboxylate), SmI2. The solvent is CO (MeOH). Reaction conditions: time 8 hour. The product is C1OC=2C=C(C=CC2O1)C1C(C(C2=CC=CC=C12)C1=CC2=C(C=C1)OCO2)C(=O)O ((1RS, 3RS)-1,3-Di-(3,4-methylenedioxyphenyl)-indane-2-carboxylic acid), solid. The yield is 75.0%. Reaction SMILES: [CH2:1]1[O:9][C:8]2[CH:7]=[CH:6][C:5]([CH:10]3[C:18]4[C:13](=[CH:14][CH:15]=[CH:16][CH:17]=4)[C:12]([C:19]4[CH:24]=[CH:23][C:22]5[O:25][CH2:26][O:27][C:21]=5[CH:20]=4)=[C:11]3[C:28]([O:30]CC)=[O:29])=[CH:4][C:3]=2[O:2]1>CO>[CH2:1]1[O:9][C:8]2[CH:7]=[CH:6][C:5]([CH:10]3[C:18]4[C:13](=[CH:14][CH:15]=[CH:16][CH:17]=4)[CH:12]([C:19]4[CH:24]=[CH:23][C:22]5[O:25][CH2:26][O:27][C:21]=5[CH:20]=4)[CH:11]3[C:28]([OH:30])=[O:29])=[CH:4][C:3]=2[O:2]1. Reported procedure: Ethyl (RS)-1,3-di-(3,4-Methylenedioxyphenyl)indene-2-carboxylate (163 mg, 0.38 mmol) was placed in MeOH (0.05 ml), and to this was added SmI2 (10 ml of 0.1M solution in THF, 1.0 mmol). The resulting mixture was stirred under an argon atmosphere overnight, at which time thin layer chromatographic analysis indicated that the reaction was incomplete. Additional SmI2 (5ml of 0.1M solution in THF, 0.5 mmol) was added, and stirng was continued for 2 h. The reaction mixture was partitioned between Et2O... Starting materials: S(=O)(=O)(C)Cl (mesylchloride), FC=1C(=C(C=C(C1)F)CO)OC ((3,5-difluoro-2-methoxy-phenyl)-methanol), N1=C(C=CC=C1C)C (2,6-lutidine), [Cl-].[Li+] (lithium chloride), C(O)([O-])=O.[Na+] (sodium hydrogencarbonate). Run in CN(C=O)C (N,N-dimethylformamide). Reaction conditions: time 18 hour. Product: ClCC1=C(C(=CC(=C1)F)F)OC (1-chloromethyl-3,5-difluoro-2-methoxy-benzene). The yield is 50.7%. Reaction SMILES: [F:1][C:2]1[C:3]([O:11][CH3:12])=[C:4]([CH2:9]O)[CH:5]=[C:6]([F:8])[CH:7]=1.N1C(C)=CC=CC=1C.[Cl-].[Li+].S([Cl:27])(C)(=O)=O.C(=O)([O-])O.[Na+]>CN(C)C=O>[Cl:27][CH2:9][C:4]1[CH:5]=[C:6]([F:8])[CH:7]=[C:2]([F:1])[C:3]=1[O:11][CH3:12] |f:2.3,5.6|. Procedure: To a mixture of 0.87 g (5.02 mmol) of (3,5-difluoro-2-methoxy-phenyl)-methanol, 0.82 ml (7.03 mmol) of 2,6-lutidine, and 0.425 g (10 mmol) of lithium chloride in 5 ml N,N-dimethylformamide were added dropwise at 0° C. 0.5 ml (6.5 mmol) of mesylchloride. The suspension was stirred during 18 hours at room temperature and then treated with 1 ml of saturated aqueous sodium hydrogencarbonate solution. The volatile components were distilled at 35° C./1 Torr and the residue was partitioned between ethy... Reported procedure: 21.0 g (0.1 mol) 4-(4-fluor-benzoil)-butyric acid (II) was weighed into a 500 ml round-bottom flask and suspended in 210 ml dichloro methane. During continuous stirring 28 ml (31.2 g, 0.5 mol) ethylene-glycol, 32 ml (31.04 g, 0.3 mol) trimethyl-ortho-formiate, and 0.5 ml conc. sulphuric acid is added dropwise into the suspension. The reaction mixture was stirred at 20-25° C. for 3-6 h. The reaction was analytically controlled by thin-layer chromatography. When the ketone came to an end, as its s... The product is FC1=CC=C(C=C1)C1(OCCO1)CCCC(=O)O (4-[2-(4-fluoro-phenyl)-[1,3]dioxolane-2-yl]-butyric acid). Run in ClCCl (dichloro methane). Reaction SMILES: [F:1][C:2]1[CH:15]=[CH:14][C:5]([C:6]([CH2:8][CH2:9][CH2:10][C:11]([OH:13])=[O:12])=[O:7])=[CH:4][CH:3]=1.[CH2:16](O)[CH2:17][OH:18].S(=O)(=O)(O)O.C([O-])(O)=O.[Na+]>ClCCl>[F:1][C:2]1[CH:3]=[CH:4][C:5]([C:6]2([CH2:8][CH2:9][CH2:10][C:11]([OH:13])=[O:12])[O:18][CH2:17][CH2:16][O:7]2)=[CH:14][CH:15]=1 |f:3.4|. Conditions: temperature 22.5 celsius, time 4.5 hour. Reactants: FC1=CC=C(C(=O)CCCC(=O)O)C=C1 (4-(4-fluoro-benzoyl)-butyric acid), ketone, C(CO)O (ethylene-glycol), S(O)(O)(=O)=O (sulphuric acid), solid, C(=O)(O)[O-].[Na+] (NaHCO3). Starting materials: Fc1cc(Br)cc(F)c1F, CCCCCC1CCC(=O)CC1, CCCCCCC, Cl, [K+], [Mg], C1CCOC1, O, O=S(=O)([O-])O. Product: CCCCCC1CC=C(c2cc(F)c(F)c(F)c2)CC1. As a reaction SMILES: [Br:1][c:2]1[cH:3][c:4]([F:10])[c:5]([F:9])[c:6]([F:8])[cH:7]1.[CH2:12]([CH2:13][CH2:14][CH2:15][CH3:16])[CH:17]1[CH2:18][CH2:19][C:20](=[O:23])[CH2:21][CH2:22]1.[CH3:36][CH2:37][CH2:38][CH2:39][CH2:40][CH2:41][CH3:42].[ClH:24].[K+:30].[Mg:11].[O:31]1[CH2:32][CH2:33][CH2:34][CH2:35]1.[OH2:43].[S:25]([O-:26])([OH:27])(=[O:28])=[O:29]>>[c:2]1([C:20]2=[CH:19][CH2:18][CH:17]([CH2:12][CH2:13][CH2:14][CH2:15][CH3:16])[CH2:22][CH2:21]2)[cH:3][c:4]([F:10])[c:5]([F:9])[c:6]([F:8])[cH:7]1. The reactants are CCCCCN1C(=O)C(C)(C)c2cc3[nH]c(Cl)nc3cc21, NCc1ccccc1. The product is CCCCCN1C(=O)C(C)(C)c2cc3[nH]c(NCc4ccccc4)nc3cc21. As a reaction SMILES: [Cl:1][c:2]1[n:3][c:4]2[c:5]([cH:6][c:7]3[c:11]([cH:12]2)[N:10]([CH2:13][CH2:14][CH2:15][CH2:16][CH3:17])[C:9](=[O:18])[C:8]3([CH3:19])[CH3:20])[nH:21]1.[NH2:22][CH2:23][c:24]1[cH:25][cH:26][cH:27][cH:28][cH:29]1>>[c:2]1([NH:22][CH2:23][c:24]2[cH:25][cH:26][cH:27][cH:28][cH:29]2)[n:3][c:4]2[c:5]([cH:6][c:7]3[c:11]([cH:12]2)[N:10]([CH2:13][CH2:14][CH2:15][CH2:16][CH3:17])[C:9](=[O:18])[C:8]3([CH3:19])[CH3:20])[nH:21]1. Reactants: CI, Fc1ccc(C(Nn2cncn2)c2ccc(Cl)cc2Cl)cc1, [H-], [Na+], CN(C)C=O. The product is CN(C(c1ccc(F)cc1)c1ccc(Cl)cc1Cl)n1cncn1. Reaction SMILES: [CH3:23][I:24].[Cl:1][c:2]1[c:3]([CH:9]([c:10]2[cH:11][cH:12][c:13]([F:16])[cH:14][cH:15]2)[NH:17][n:18]2[n:19][cH:20][n:21][cH:22]2)[cH:4][cH:5][c:6]([Cl:8])[cH:7]1.[H-:25].[Na+:26].[O:27]=[CH:28][N:29]([CH3:30])[CH3:31]>>[Cl:1][c:2]1[c:3]([CH:9]([c:10]2[cH:11][cH:12][c:13]([F:16])[cH:14][cH:15]2)[N:17]([n:18]2[n:19][cH:20][n:21][cH:22]2)[CH3:23])[cH:4][cH:5][c:6]([Cl:8])[cH:7]1. Reactants: [N+](=[N-])=CC(=O)OCC (ethyl diazoacetate), C1(CC1)C(C)O (cyclopropyl-1-ethanol). Reagents/catalysts: CC(=O)O.CC(=O)O.CC(=O)O.CC(=O)O.[Rh].[Rh] (rhodium (II) acetate dimer). Run in CCCCCCC (heptane), ClCCl (dichloromethane). Conditions: time 30 minute. Product: C(C)OC(COC(C)C1CC1)=O ((1-Cyclopropyl-1-ethoxy)acetic acid ethyl ester). The yield is 71.6%. RXN SMILES: [CH:1]1([CH:4]([OH:6])[CH3:5])[CH2:3][CH2:2]1.[N+](=[CH:9][C:10]([O:12][CH2:13][CH3:14])=[O:11])=[N-]>ClCCl.CCCCCCC.CC(O)=O.CC(O)=O.CC(O)=O.CC(O)=O.[Rh].[Rh]>[CH2:13]([O:12][C:10](=[O:11])[CH2:9][O:6][CH:4]([CH:1]1[CH2:3][CH2:2]1)[CH3:5])[CH3:14] |f:4.5.6.7.8.9|. Reported procedure: To a solution of cyclopropyl-1-ethanol (860 mg, 10.0 mmol) in dichloromethane (20 mL) is added rhodium (II) acetate dimer (10 mg) followed by ethyl diazoacetate (0.95 mL, 9.0 mmol). The reaction mixture is stirred at rt for 30 min. The reaction mixture is diluted with heptane, filtered through Celite, and the filtrate is evaporated and the residue is vacuum distilled at 130° C. to give 1.11 g of the product 471. 1H NMR (CDCl3) δ 4.12 (s, 2H), 4.10 (q, 2H), 2.86 (m, 1H), 1.25-1.15 (m, 6H), 0.8-0....